Dataset: the Open Reaction Database (ORD), a public repository of structured organic reaction records. Task: describe an organic reaction: reactants, conditions, products, and yield Reactants: solid, BrC1=CC(=CC=2C(=C3N(C12)CCNC3=O)C)Cl (6-bromo-8-chloro-10-methyl-3,4-dihydro-2H-pyrazino[1,2-a]indol-1-one), BrC1=CC(=CC=2C(=C3N(C12)CCNC3=O)C)Cl (6-bromo-8-chloro-10-methyl-3,4-dihydro-2H-pyrazino[1,2-a]indol-1-one), FC=1C=C(C=C(C1)F)B(O)O (3,5-difluoro-phenylboronic acid). Product: ClC1=CC=2C(=C3N(C2C(=C1)C1=CC(=CC(=C1)F)F)CCNC3=O)C (8-Chloro-6-(3,5-difluoro-phenyl)-10-methyl-3,4-dihydro-2H-pyrazino[1,2-a]indol-1-one). Reaction SMILES: Br[C:2]1[C:10]2[N:9]3[CH2:11][CH2:12][NH:13][C:14](=[O:15])[C:8]3=[C:7]([CH3:16])[C:6]=2[CH:5]=[C:4]([Cl:17])[CH:3]=1.[F:18][C:19]1[CH:20]=[C:21](B(O)O)[CH:22]=[C:23]([F:25])[CH:24]=1>>[Cl:17][C:4]1[CH:3]=[C:2]([C:21]2[CH:20]=[C:19]([F:18])[CH:24]=[C:23]([F:25])[CH:22]=2)[C:10]2[N:9]3[CH2:11][CH2:12][NH:13][C:14](=[O:15])[C:8]3=[C:7]([CH3:16])[C:6]=2[CH:5]=1. Procedure details: The title compound, off-white solid (76 mg, 88%), MS (ISP) m/z=347.5 [(M+H)+], mp 241° C., was prepared in accordance with the general method of example 1 from 6-bromo-8-chloro-10-methyl-3,4-dihydro-2H-pyrazino[1,2-a]indol-1-one (intermediate 12) (78.4 mg, 0.25 mmol) and commercially available 3,5-difluoro-phenylboronic acid (51.3 mg, 0.325 mmol). The reactants are C1(=CC=CC=C1)NC1(CCN(CC1)CC1=CC=CC=C1)C(=O)[O-].[Na+] (sodium 4-(phenylamino)-1-(phenylmethyl)-4-piperidinecarboxylate), CN(P(N(C)C)(N(C)C)=O)C (hexamethylphosphoric triamide), CC1=CC=CC=C1 (methylbenzene), O (water), BrCCC (1-bromopropane). Conditions: temperature 10 celsius, time 25 hour. Yields the product C(C(=O)O)(=O)O.C1(=CC=CC=C1)NC1(CCN(CC1)CC1=CC=CC=C1)C(=O)OCCC (propyl 4-(phenylamino)-1-(phenylmethyl)-4-piperidinecarboxylate ethanedioate). RXN SMILES: [C:1]1([NH:7][C:8]2([C:21]([O-:23])=[O:22])[CH2:13][CH2:12][N:11]([CH2:14][C:15]3[CH:20]=[CH:19][CH:18]=[CH:17][CH:16]=3)[CH2:10][CH2:9]2)[CH:6]=[CH:5][CH:4]=[CH:3][CH:2]=1.[Na+].Br[CH2:26][CH2:27][CH3:28].CC1C=CC=CC=1.[OH2:36].CN(C)P(=[O:46])(N(C)C)N(C)C>>[C:21]([OH:23])(=[O:22])[C:8]([OH:46])=[O:36].[C:1]1([NH:7][C:8]2([C:21]([O:23][CH2:26][CH2:27][CH3:28])=[O:22])[CH2:9][CH2:10][N:11]([CH2:14][C:15]3[CH:16]=[CH:17][CH:18]=[CH:19][CH:20]=3)[CH2:12][CH2:13]2)[CH:6]=[CH:5][CH:4]=[CH:3][CH:2]=1 |f:0.1,6.7|. Procedure details: 100 parts of sodium 4-(phenylamino)-1-(phenylmethyl)-4-piperidinecarboxylate are dissolved in 565 parts of anhydrous hexamethylphosphoric triamide at 70°-80° C. The solution is cooled to 10° C. and 40.6 parts of 1-bromopropane are added dropwise. Upon completion, stirring is continued for 25 hours at room temperature. Then there are added methylbenzene and water. The organic phase is separated, washed successively with water, 10% of sodium hydroxide solution and again with water, dried, filtered... The product is Nc1ccc(Oc2cc3cnn(C4CCCCO4)c3cc2C(=O)NC2CCOCC2)c(F)c1. The reactants are CO, O=C(NC1CCOCC1)c1cc2c(cnn2C2CCCCO2)cc1Oc1ccc([N+](=O)[O-])cc1F. Reaction SMILES: [CH3:36][OH:37].[F:1][c:2]1[c:3]([O:4][c:5]2[cH:6][c:7]3[cH:8][n:9][n:10]([CH:23]4[O:24][CH2:25][CH2:26][CH2:27][CH2:28]4)[c:11]3[cH:12][c:13]2[C:14](=[O:15])[NH:16][CH:17]2[CH2:18][CH2:19][O:20][CH2:21][CH2:22]2)[cH:29][cH:30][c:31]([N+:33]([O-:34])=[O:35])[cH:32]1>>[F:1][c:2]1[c:3]([O:4][c:5]2[cH:6][c:7]3[cH:8][n:9][n:10]([CH:23]4[O:24][CH2:25][CH2:26][CH2:27][CH2:28]4)[c:11]3[cH:12][c:13]2[C:14](=[O:15])[NH:16][CH:17]2[CH2:18][CH2:19][O:20][CH2:21][CH2:22]2)[cH:29][cH:30][c:31]([NH2:33])[cH:32]1. Reactants: NC=1C=C2C(=C(C=NC2=CC1)C#N)NC1=CC(=CC=C1)I (6-amino-4-[(3-iodophenyl)amino]-3-quinolinecarbonitrile), ClC(=O)OCC(C)C (isobutyl chloroformate), CN1CCOCC1 (N-methylmorpholine), C(C#CC)(=O)O (2-butynoic acid). The solvent is C1CCOC1 (THF). Run at temperature 0 celsius, time 10 minute. Yields the product C(#N)C=1C=NC2=CC=C(C=C2C1NC1=CC(=CC=C1)I)NC(C#CC)=O (N-{3-Cyano-4-[(3-iodophenyl)amino]-6-quinolinyl}-2-butynamide). Yield: 38.8%. Reaction SMILES: [C:1]([OH:6])(=O)[C:2]#[C:3][CH3:4].ClC(OCC(C)C)=O.CN1CCOCC1.[NH2:22][C:23]1[CH:24]=[C:25]2[C:30](=[CH:31][CH:32]=1)[N:29]=[CH:28][C:27]([C:33]#[N:34])=[C:26]2[NH:35][C:36]1[CH:41]=[CH:40][CH:39]=[C:38]([I:42])[CH:37]=1>C1COCC1>[C:33]([C:27]1[CH:28]=[N:29][C:30]2[C:25]([C:26]=1[NH:35][C:36]1[CH:41]=[CH:40][CH:39]=[C:38]([I:42])[CH:37]=1)=[CH:24][C:23]([NH:22][C:1](=[O:6])[C:2]#[C:3][CH3:4])=[CH:32][CH:31]=2)#[N:34]. Procedure: Dissolved 275 mg (3.27 mmol) 2-butynoic acid in 20 ml THF under N2 and chilled to 0° C. Added 420 μl (3.23 mmol) isobutyl chloroformate and 355 μl (3.24 mmol) N-methylmorpholine and stirred for 10 minutes. Added dropwise a solution of 500 mg (1.30 mmol) 6-amino-4-[(3-iodophenyl)amino]-3-quinolinecarbonitrile and after 15 minutes, removed ice bath and stirred overnight at 25° C. Stripped solvent, washed with water and collected solids. Boiled in ethyl acetate, collected, and dried in vacuo, givin... Reactants: BrC(C(=O)C1=NC=C(C=C1)C(F)(F)F)C (2-(2-bromopropionyl)-5-trifluoromethylpyridine), N1N=CN=C1.[Na] (sodium 1,2,4- triazole). The solvent is C(C)(=O)OCC (ethyl acetate), petroleum ether, C(C)#N (acetonitrile). Reaction conditions: time 90 minute. Yields the product N1(N=CN=C1)C(C(=O)C1=NC=C(C=C1)C(F)(F)F)C (2-[2-(1,2,4-triazol-1-yl)propionyl]-5-trifluoromethylpyridine). As a reaction SMILES: Br[CH:2]([CH3:15])[C:3]([C:5]1[CH:10]=[CH:9][C:8]([C:11]([F:14])([F:13])[F:12])=[CH:7][N:6]=1)=[O:4].[NH:16]1[CH:20]=[N:19][CH:18]=[N:17]1.[Na]>C(#N)C.C(OCC)(=O)C>[N:16]1([CH:2]([CH3:15])[C:3]([C:5]2[CH:10]=[CH:9][C:8]([C:11]([F:14])([F:13])[F:12])=[CH:7][N:6]=2)=[O:4])[CH:20]=[N:19][CH:18]=[N:17]1 |f:1.2,^1:20|. Procedure: To a solution of 2-(2-bromopropionyl)-5-trifluoromethylpyridine (5.8 g.) in acetonitrile (65 ml.) was added sodium 1,2,4- triazole (2.0 g.) and the solution was stirred for 90 minutes. The acetonitrile was evaporated under reduced pressure and the residue was partitioned between ethyl acetate and water. The organic layer was separated and the aqueous layer was extracted with ethyl acetate. The combined organic layer was washed with water, dried over magnesium sulphate and concentrated to dryness...